From a dataset of the Open Reaction Database (ORD), a public repository of structured organic reaction records. describe an organic reaction: reactants, conditions, products, and yield Starting materials: O=C([O-])[O-], CC#N, O=[N+]([O-])c1cnc(Cl)nc1NC1CCC(O)CC1, [K+], [K+], c1ccc2[nH]cnc2c1. Product: O=[N+]([O-])c1cnc(-n2cnc3ccccc32)nc1NC1CCC(O)CC1. RXN SMILES: [C:28](=[O:29])([O-:30])[O-:31].[CH3:34][C:35]#[N:36].[Cl:1][c:2]1[n:3][cH:4][c:5]([N+:16](=[O:17])[O-:18])[c:6]([NH:8][CH:9]2[CH2:10][CH2:11][CH:12]([OH:15])[CH2:13][CH2:14]2)[n:7]1.[K+:32].[K+:33].[n:19]1[cH:20][nH:21][c:22]2[c:23]1[cH:24][cH:25][cH:26][cH:27]2>>[c:2]1(-[n:19]2[cH:20][n:21][c:22]3[c:23]2[cH:24][cH:25][cH:26][cH:27]3)[n:3][cH:4][c:5]([N+:16](=[O:17])[O-:18])[c:6]([NH:8][CH:9]2[CH2:10][CH2:11][CH:12]([OH:15])[CH2:13][CH2:14]2)[n:7]1. Reactants: C(C)(C)(C)OC(=O)N1CCC2=C(N(N=C2CC1)C1CCCCC1)OS(=O)(=O)C(F)(F)F (2-cyclohexyl-3-trifluoromethanesulfonyloxy-4,5,7,8-tetrahydro-2H-1,2,6-triaza-azulene-6-carboxylic acid tert-butyl ester), ClC1=CC=C(C=C1)B(O)O (4-chlorophenylboronic acid). Product: ClC1=CC=C(C=C1)C=1N(N=C2CCNCCC12)C1CCCCC1 (3-(4-Chloro-phenyl)-2-cyclohexyl-2,4,5,6,7,8-hexahydro-1,2,6-triaza-azulene). The yield is 52.7%. Reaction SMILES: C(OC([N:8]1[CH2:17][CH2:16][C:15]2[C:11](=[C:12](OS(C(F)(F)F)(=O)=O)[N:13]([CH:18]3[CH2:23][CH2:22][CH2:21][CH2:20][CH2:19]3)[N:14]=2)[CH2:10][CH2:9]1)=O)(C)(C)C.[Cl:32][C:33]1[CH:38]=[CH:37][C:36](B(O)O)=[CH:35][CH:34]=1>>[Cl:32][C:33]1[CH:38]=[CH:37][C:36]([C:12]2[N:13]([CH:18]3[CH2:19][CH2:20][CH2:21][CH2:22][CH2:23]3)[N:14]=[C:15]3[C:11]=2[CH2:10][CH2:9][NH:8][CH2:17][CH2:16]3)=[CH:35][CH:34]=1. Procedure: The title compound (48 mg) was prepared as in Example 177, Steps C and D, using 129 mg of 2-cyclohexyl-3-trifluoromethanesulfonyloxy-4,5,7,8-tetrahydro-2H-1,2,6-triaza-azulene-6-carboxylic acid tert-butyl ester (Example 177, Step B) and 173 mg of 4-chlorophenylboronic acid. MS (ESI): exact mass calculated for C19H24ClN3, 329.17. found, m/z 330.1 [M+H]+. 1H NMR (500 MHz, CDCl3): 7.60-7.53 (m, 2H), 7.36-7.27 (m, 2H), 3.94-3.83 (m, 1H), 3.43-3.36 (m, 2H), 3.34-3.26 (m, 2H), 3.2-3.12 (m, 2H), 2.80-2... Reactants: C, O=C(OCc1ccccc1)N1CC(=O)N1C1C2CC3CC(C2)CC1C3, C1CCOC1, [Pd]. The product is O=C1CNN1C1C2CC3CC(C2)CC1C3. Reaction SMILES: [C:31].[CH:1]12[CH:2]([N:11]3[N:12]([C:16]([O:17][CH2:18][c:19]4[cH:20][cH:21][cH:22][cH:23][cH:24]4)=[O:25])[CH2:13][C:14]3=[O:15])[CH:3]3[CH2:4][CH:5]([CH2:6][CH:7]([CH2:8]1)[CH2:9]3)[CH2:10]2.[O:26]1[CH2:27][CH2:28][CH2:29][CH2:30]1.[Pd:32]>>[CH:1]12[CH:2]([N:11]3[NH:12][CH2:13][C:14]3=[O:15])[CH:3]3[CH2:4][CH:5]([CH2:6][CH:7]([CH2:8]1)[CH2:9]3)[CH2:10]2. The reactants are CN(CC#CCNC(C(C1=CC=CC=C1)(C1=CC=CC=C1)O)=O)C (N-(4-dimethylamino-2-butynyl)-2-hydroxy-2,2-diphenylacetamide), Cl (hydrogen chloride). Run in CO (methanol). Product: Cl.CN(CC#CCNC(C(C1=CC=CC=C1)(C1=CC=CC=C1)O)=O)C (N-(4-dimethylamino-2-butynyl)-2-hydroxy-2,2-diphenylacetamide hydrochloride). As a reaction SMILES: [CH3:1][N:2]([CH3:24])[CH2:3][C:4]#[C:5][CH2:6][NH:7][C:8](=[O:23])[C:9]([OH:22])([C:16]1[CH:21]=[CH:20][CH:19]=[CH:18][CH:17]=1)[C:10]1[CH:15]=[CH:14][CH:13]=[CH:12][CH:11]=1.[ClH:25]>CO>[ClH:25].[CH3:24][N:2]([CH3:1])[CH2:3][C:4]#[C:5][CH2:6][NH:7][C:8](=[O:23])[C:9]([OH:22])([C:16]1[CH:17]=[CH:18][CH:19]=[CH:20][CH:21]=1)[C:10]1[CH:11]=[CH:12][CH:13]=[CH:14][CH:15]=1 |f:3.4|. Procedure details: To a solution of N-(4-dimethylamino-2-butynyl)-2-hydroxy-2,2-diphenylacetamide (0.35 g) in methanol (5 ml) was added 6.4N methanolic hydrogen chloride (3ml) and the solution was evaporated in vacuo. The residue was dissolved in chloroform and the solution was evaporated in vacuo. The oily residue was crystallized from a mixture of isopropyl alcohol and ethyl acetate to give N-(4-dimethylamino-2-butynyl)-2-hydroxy-2,2-diphenylacetamide hydrochloride (0.21 g). The reactants are O=C(O)c1ccc(CBr)c(C(F)(F)F)c1, O=C(Cl)C(=O)Cl, ClCCl. Product: O=C(Cl)c1ccc(CBr)c(C(F)(F)F)c1. As a reaction SMILES: [Br:1][CH2:2][c:3]1[c:4]([C:12]([F:13])([F:14])[F:15])[cH:5][c:6]([C:7](=[O:8])[OH:9])[cH:10][cH:11]1.[Cl:16][C:17]([C:18]([Cl:19])=[O:20])=[O:21].[Cl:22][CH2:23][Cl:24]>>[Br:1][CH2:2][c:3]1[c:4]([C:12]([F:13])([F:14])[F:15])[cH:5][c:6]([C:7](=[O:8])[Cl:16])[cH:10][cH:11]1. The reactants are ClC1=CC=C2CC(NC2=C1)=O (6-chlorooxindole), N1CCCC1 (pyrrolidine), ClC1=CC(=C(OCC2(CCCC2)C#N)C=C1)C=O (1-(4-chloro-2-formyl-phenoxymethyl)-cyclopentanecarbonitrile). Solvent: CO (methanol). Yields the product ClC1=CC(=C(OCC2(CCCC2)C#N)C=C1)\C=C\1/C(NC2=CC(=CC=C12)Cl)=O (Z-1-[4-chloro-2-(6-chloro-2-oxo-1,2-dihydro-indol-3-ylidenemethyl)-phenoxymethyl]-cyclopentanecarbonitrile). Yield: 90.1%. As a reaction SMILES: [Cl:1][C:2]1[CH:16]=[CH:15][C:5]([O:6][CH2:7][C:8]2([C:13]#[N:14])[CH2:12][CH2:11][CH2:10][CH2:9]2)=[C:4]([CH:17]=O)[CH:3]=1.[Cl:19][C:20]1[CH:28]=[C:27]2[C:23]([CH2:24][C:25](=[O:29])[NH:26]2)=[CH:22][CH:21]=1.N1CCCC1>CO>[Cl:1][C:2]1[CH:16]=[CH:15][C:5]([O:6][CH2:7][C:8]2([C:13]#[N:14])[CH2:9][CH2:10][CH2:11][CH2:12]2)=[C:4](/[CH:17]=[C:24]2\[C:25](=[O:29])[NH:26][C:27]3[C:23]\2=[CH:22][CH:21]=[C:20]([Cl:19])[CH:28]=3)[CH:3]=1. Reported procedure: In a manner similar to the method described in Example 1b, 1-(4-chloro-2-formyl-phenoxymethyl)-cyclopentanecarbonitrile (17.4 g, 66 mmol) was reacted with 6-chlorooxindole (8.5 g, 51 mmol) and pyrrolidine (4.69 g, 66 mmol) in methanol to give the title compound as a yellow solid (19 g).